The task is: describe an organic reaction: reactants, conditions, products, and yield. This data is from the Open Reaction Database (ORD), a public repository of structured organic reaction records. Starting materials: C(C)OC(C1=C(C(=CC=C1)SCC(C)=O)OC)=O (2-Methoxy-3-(2-oxo-propylsulfanyl)-benzoic acid ethyl ester), Cl.ClC=1C=C(C=CC1)NN (3-chlorophenylhydrazine hydrochloride). The product is C(C)OC(C1=C(C(=CC=C1)SC1=C(NC2=CC(=CC=C12)Cl)C)OC)=O (3-(6-Chloro-2-methyl-1H-indol-3-ylsulfanyl)-2-methoxy-benzoic acid ethyl ester). As a reaction SMILES: [CH2:1]([O:3][C:4](=[O:18])[C:5]1[CH:10]=[CH:9][CH:8]=[C:7]([S:11][CH2:12][C:13](=O)[CH3:14])[C:6]=1[O:16][CH3:17])[CH3:2].Cl.[Cl:20][C:21]1[CH:22]=[C:23]([NH:27]N)[CH:24]=[CH:25][CH:26]=1>>[CH2:1]([O:3][C:4](=[O:18])[C:5]1[CH:10]=[CH:9][CH:8]=[C:7]([S:11][C:12]2[C:24]3[C:23](=[CH:22][C:21]([Cl:20])=[CH:26][CH:25]=3)[NH:27][C:13]=2[CH3:14])[C:6]=1[O:16][CH3:17])[CH3:2] |f:1.2|. Reported procedure: Prepared according to the procedure described in Example 2, Step 1, using the following starting materials: 2-Methoxy-3-(2-oxo-propylsulfanyl)-benzoic acid ethyl ester and 3-chlorophenylhydrazine hydrochloride.